From a dataset of the Open Reaction Database (ORD), a public repository of structured organic reaction records. describe an organic reaction: reactants, conditions, products, and yield Reactants: C1(CC1)N1C=C(C(C2=CC(=C(C=C12)N1CCN(CC1)P(=O)(OCC)OCC)F)=O)C(=O)O (1-Cyclopropyl-7-[4-(diethoxyphosphinyl)-1-piperazinyl]-6-fluoro-1,4-dihydro-4-oxo-3-quinolinecarboxylic Acid), C([O-])([O-])=O.[Cs+].[Cs+] (cesium carbonate), 0, COCCBr (2-bromoethyl methyl ether), [OH-].[K+] (potassium hydroxide), [I-].[K+] (potassium iodide). Run in CN(P(=O)(N(C)C)N(C)C)C (hexamethylphosphoramide), CCOCC (Ether). Reaction conditions: time 8 day. Yields the product C1(CC1)N1C=C(C(C2=CC(=C(C=C12)N1CCN(CC1)P(=O)(OCC)OCC)F)=O)C(=O)OCCOC (1-Cyclopropyl-7-[4-(diethoxyphosphinyl)-1-piperazinyl]-6-fluoro-1,4-dihydro-4-oxo-3-quinolinecarboxylic Acid, 2-Methoxyethyl Ester). Reaction SMILES: [CH:1]1([N:4]2[C:13]3[C:8](=[CH:9][C:10]([F:28])=[C:11]([N:14]4[CH2:19][CH2:18][N:17]([P:20]([O:25][CH2:26][CH3:27])([O:22][CH2:23][CH3:24])=[O:21])[CH2:16][CH2:15]4)[CH:12]=3)[C:7](=[O:29])[C:6]([C:30]([OH:32])=[O:31])=[CH:5]2)[CH2:3][CH2:2]1.C(=O)([O-])[O-].[Cs+].[Cs+].[CH3:39][O:40][CH2:41][CH2:42]Br.[OH-].[K+].[I-].[K+]>CN(C)P(N(C)C)(N(C)C)=O.CCOCC>[CH:1]1([N:4]2[C:13]3[C:8](=[CH:9][C:10]([F:28])=[C:11]([N:14]4[CH2:19][CH2:18][N:17]([P:20]([O:22][CH2:23][CH3:24])([O:25][CH2:26][CH3:27])=[O:21])[CH2:16][CH2:15]4)[CH:12]=3)[C:7](=[O:29])[C:6]([C:30]([O:32][CH2:42][CH2:41][O:40][CH3:39])=[O:31])=[CH:5]2)[CH2:3][CH2:2]1 |f:1.2.3,5.6,7.8|. Reported procedure: To a solution of 0.467 g of the product of Example 40 in 5 ml of hexamethylphosphoramide was added 0.163 g of cesium carbonate, 0 304 g of 2-bromoethyl methyl ether, 0.137 g of 45% aqueous potassium hydroxide and 0.017 g of potassium iodide. The suspension was stirred in the dark under argon for 8 days. Ether (40 ml) was added and the mixture was extracted successively with water, brine and water. The ether layer was discarded. The aqueous layers were extracted with chloroform, the chloroform ex... The reactants are CCOC(=O)CN=[N+]=[N-], CCO, CCOC(C)=O, [Cl-], Cc1ccc(C=O)cc1F, [NH4+], [Na], O. The product is CCOC(=O)C(=Cc1ccc(C)c(F)c1)N=[N+]=[N-]. Reaction SMILES: [CH2:12]([CH3:13])[O:14][C:15]([CH2:16][N:17]=[N+:18]=[N-:19])=[O:20].[CH3:23][CH2:24][OH:25].[CH3:27][CH2:28][O:29][C:30](=[O:31])[CH3:32].[Cl-:21].[F:2][c:3]1[cH:4][c:5]([CH:6]=[O:7])[cH:8][cH:9][c:10]1[CH3:11].[NH4+:22].[Na:1].[OH2:26]>>[F:2][c:3]1[cH:4][c:5]([CH:6]=[C:16]([C:15]([O:14][CH2:12][CH3:13])=[O:20])[N:17]=[N+:18]=[N-:19])[cH:8][cH:9][c:10]1[CH3:11]. The reactants are C(CCC)C=1NC(=C(N1)C(CC)(O)CC)C(=O)OCC (ethyl 2-butyl-4-(1-ethyl-1-hydroxypropyl)imidazole-5-carboxylate), [H-].[Na+] (sodium hydride), C(C1=CC=CC=C1)(C1=CC=CC=C1)(C1=CC=CC=C1)N1N=NN=C1C1=C(C=CC=C1)C1=CC=C(CBr)C=C1 (4-[2-(trityltetrazol-5-yl)phenyl]benzyl bromide). Yields the product C(CCC)C=1N(C(=C(N1)C(CC)(O)CC)C(=O)OCC)CC1=CC=C(C=C1)C1=C(C=CC=C1)C1=NN=NN1C(C1=CC=CC=C1)(C1=CC=CC=C1)C1=CC=CC=C1 (Ethyl 2-butyl-4-(1-ethyl-1-hydroxypropyl)-1-{4 -[2-(trityltetrazol-5-yl)phenyl]phenyl}methylimidazole-5-carboxylate). The yield is 52.1%. Reaction SMILES: [CH2:1]([C:5]1[NH:6][C:7]([C:16]([O:18][CH2:19][CH3:20])=[O:17])=[C:8]([C:10]([CH2:14][CH3:15])([OH:13])[CH2:11][CH3:12])[N:9]=1)[CH2:2][CH2:3][CH3:4].[H-].[Na+].[C:23]([N:42]1[C:46]([C:47]2[CH:52]=[CH:51][CH:50]=[CH:49][C:48]=2[C:53]2[CH:60]=[CH:59][C:56]([CH2:57]Br)=[CH:55][CH:54]=2)=[N:45][N:44]=[N:43]1)([C:36]1[CH:41]=[CH:40][CH:39]=[CH:38][CH:37]=1)([C:30]1[CH:35]=[CH:34][CH:33]=[CH:32][CH:31]=1)[C:24]1[CH:29]=[CH:28][CH:27]=[CH:26][CH:25]=1>>[CH2:1]([C:5]1[N:6]([CH2:57][C:56]2[CH:55]=[CH:54][C:53]([C:48]3[CH:49]=[CH:50][CH:51]=[CH:52][C:47]=3[C:46]3[N:42]([C:23]([C:36]4[CH:41]=[CH:40][CH:39]=[CH:38][CH:37]=4)([C:30]4[CH:31]=[CH:32][CH:33]=[CH:34][CH:35]=4)[C:24]4[CH:29]=[CH:28][CH:27]=[CH:26][CH:25]=4)[N:43]=[N:44][N:45]=3)=[CH:60][CH:59]=2)[C:7]([C:16]([O:18][CH2:19][CH3:20])=[O:17])=[C:8]([C:10]([CH2:14][CH3:15])([OH:13])[CH2:11][CH3:12])[N:9]=1)[CH2:2][CH2:3][CH3:4] |f:1.2|. Reported procedure: Following a procedure similar to that described in Example 18(a), but using 0.75 g of ethyl 2-butyl-4-(1-ethyl-1-hydroxypropyl)imidazole-5-carboxylate (prepared as described in Preparation 13), 0.12 g of sodium hydride (as a 55% w/w dispersion in mineral oil) and 1.51 g of 4-[2-(trityltetrazol-5-yl)phenyl]benzyl bromide, there were obtained 1.05 g of the title compound as an amorphous solid. The reactants are COC[C@H]1CN(C(O1)=O)C1=CC=C(C=C1)C1CCC(CC1)=CC#N ((R)-[4-[4-(5-methoxymethyl-2-oxo-oxazolidin-3-yl]-phenyl]-cyclohexylidene]-acetonitrile), CO (methanol), [H][H] (hydrogen). The reagents and catalysts are [Pd].C (Pd charcoal). Product: CO[C@@H]1CC[C@H](CC1)C1=CC=C(C=C1)N1C(O[C@H](C1)COC)=O ((R)-3-[4-(trans-4-Methoxy-cyclohexyl)-phenyl]-5-methoxymethyl-oxazolidin-2-one). As a reaction SMILES: [CH3:1][O:2][CH2:3][C@@H:4]1[O:8][C:7](=[O:9])[N:6]([C:10]2[CH:15]=[CH:14][C:13]([CH:16]3[CH2:21][CH2:20][C:19](=CC#N)[CH2:18][CH2:17]3)=[CH:12][CH:11]=2)[CH2:5]1.[H][H].[CH3:27][OH:28]>[Pd].C>[CH3:27][O:28][C@H:19]1[CH2:18][CH2:17][C@H:16]([C:13]2[CH:14]=[CH:15][C:10]([N:6]3[CH2:5][C@H:4]([CH2:3][O:2][CH3:1])[O:8][C:7]3=[O:9])=[CH:11][CH:12]=2)[CH2:21][CH2:20]1 |f:3.4|. Reported procedure: 1.1 g of (R)-[4-[4-(5-methoxymethyl-2-oxo-oxazolidin-3-yl]-phenyl]-cyclohexylidene]-acetonitrile were dissolved in 50 ml of methanol, treated with 0.2 g of 10% Pd-charcoal and hydrogenated at room temperature at normal pressure until the theoretical hydrogen uptake had taken place. The catalyst was filtered off under suction and the filtrate was evaporated in a vacuum. The oily residue was chromatographed over 15 g of silica gel. Elution was carried out with dichloromethane/ethyl acetate 9:1. Th...